From a dataset of the Open Reaction Database (ORD), a public repository of structured organic reaction records. describe an organic reaction: reactants, conditions, products, and yield Starting materials: ice water, C(C1=CC=CC=C1)Br (Benzyl bromide), FC([C-](C(F)(F)F)C(F)(F)F)(F)F.CN(C)[S+](N(C)C)N(C)C (tris(dimethylamino)sulfonium 1,1,1,3,3,3-hexafluoro-2-(trifluoromethyl)-2-propanide), FC(=C(C(F)(F)F)C(F)(F)F)F (octafluoroisobutylene), tris(dimethylamino)sulfonium difluorotrimethylsilicate. The solvent is C(C)#N (acetonitrile). Run at time 8 hour. Yields the product FC(C(CC1=CC=CC=C1)(C(F)(F)F)C(F)(F)F)(F)F (3,3,3-trifluoro-2,2-bis(trifluoromethyl)propylbenzene). The yield is 81.0%. Reaction SMILES: [CH2:1](Br)[C:2]1[CH:7]=[CH:6][CH:5]=[CH:4][CH:3]=1.[F:9][C:10]([F:21])([F:20])[C-:11]([C:16]([F:19])([F:18])[F:17])[C:12]([F:15])([F:14])[F:13].CN([S+](N(C)C)N(C)C)C.FC(F)=C(C(F)(F)F)C(F)(F)F>C(#N)C>[F:9][C:10]([F:20])([F:21])[C:11]([C:12]([F:13])([F:14])[F:15])([C:16]([F:19])([F:18])[F:17])[CH2:1][C:2]1[CH:7]=[CH:6][CH:5]=[CH:4][CH:3]=1 |f:1.2|. Procedure details: Benzyl bromide, 18.8 g (0.11 mol), was added dropwise at 10° to a solution of tris(dimethylamino)sulfonium 1,1,1,3,3,3-hexafluoro-2-(trifluoromethyl)-2-propanide, prepared by dissolving 24.4 g (0.122 mol) of octafluoroisobutylene and 33.6 g (0.122 mol) of tris(dimethylamino)sulfonium difluorotrimethylsilicate in 75 mL of acetonitrile. The reaction mixture was warmed to 25°, stirred overnight, and then poured into ice water. The aqueous mixture was extracted with ether, and the ether extracts wer... Reactants: C(C(C)C)OC(=O)Cl (chloroformic acid isobutyl ester), P(=O)(O)([O-])[O-].[K+].[K+] (dipotassium hydrogen phosphate), C(C)(C)(C)OC(=O)NCC1=CC=C(O1)CC(=O)O (2-(5-tert.-butoxycarbonylaminomethyl-2-furyl)-acetic acid), C1(=CC=CC=C1)C(C1=CC=CC=C1)OC(=O)C1=C(CS[C@H]2N1C([C@H]2N)=O)COC(C)=O (3-acetoxymethyl-7β-amino-3-cephem-4-carboxylic acid diphenylmethyl ester). Run in O (water), C(Cl)Cl (methylene chloride), CN1CCOCC1 (4-methylmorpholine). Reaction conditions: temperature -20 celsius, time 30 minute. Yields the product C1(=CC=CC=C1)C(C1=CC=CC=C1)OC(=O)C1=C(CS[C@H]2N1C([C@H]2NC(CC=2OC(=CC2)CNC(=O)OC(C)(C)C)=O)=O)COC(C)=O (3-Acetoxymethyl-7β-[2-(5-tert.-butoxycarbonylaminomethyl-2-furyl)-acetylamino]-3-cephem-4-carboxylic acid diphenylmethyl ester). As a reaction SMILES: [C:1]([O:5][C:6]([NH:8][CH2:9][C:10]1[O:14][C:13]([CH2:15][C:16]([OH:18])=O)=[CH:12][CH:11]=1)=[O:7])([CH3:4])([CH3:3])[CH3:2].C(OC(Cl)=O)C(C)C.[C:27]1([CH:33]([O:40][C:41]([C:43]2[N:48]3[C:49](=[O:52])[C@@H:50]([NH2:51])[C@H:47]3[S:46][CH2:45][C:44]=2[CH2:53][O:54][C:55](=[O:57])[CH3:56])=[O:42])[C:34]2[CH:39]=[CH:38][CH:37]=[CH:36][CH:35]=2)[CH:32]=[CH:31][CH:30]=[CH:29][CH:28]=1.P([O-])([O-])(O)=O.[K+].[K+]>C(Cl)Cl.CN1CCOCC1.O>[C:27]1([CH:33]([O:40][C:41]([C:43]2[N:48]3[C:49](=[O:52])[C@@H:50]([NH:51][C:16](=[O:18])[CH2:15][C:13]4[O:14][C:10]([CH2:9][NH:8][C:6]([O:5][C:1]([CH3:2])([CH3:3])[CH3:4])=[O:7])=[CH:11][CH:12]=4)[C@H:47]3[S:46][CH2:45][C:44]=2[CH2:53][O:54][C:55](=[O:57])[CH3:56])=[O:42])[C:34]2[CH:35]=[CH:36][CH:37]=[CH:38][CH:39]=2)[CH:32]=[CH:31][CH:30]=[CH:29][CH:28]=1 |f:3.4.5|. Procedure details: 1.87 g of 2-(5-tert.-butoxycarbonylaminomethyl-2-furyl)-acetic acid are dissolved in 200 ml of methylene chloride (distilled over phosphorus pentoxide) and 0.80 ml of 4-methylmorpholine, the solution, from which moisture is kept excluded, is cooled to -20° C. and 1.0 ml of chloroformic acid isobutyl ester is added dropwise whilst keeping the temperature at between -15° C. and -20° C. After 30 minutes, a solution of 2.31 g of 3-acetoxymethyl-7β-amino-3-cephem-4-carboxylic acid diphenylmethyl este... The reactants are OC1=CC=C(C=C1)C1CCC(N1CCN1CCOCC1)=O (5-(4-hydroxyphenyl)-1-[2-(4-morpholinyl)ethyl]pyrrolidin-2-one), CN=C=O (methyl isocyanate), C([O-])([O-])=O.[K+].[K+] (potassium carbonate). Run in O1CCCC1 (tetrahydrofuran). The product is CNC(OC1=CC=C(C=C1)C1N(C(CC1)=O)CCN1CCOCC1)=O (4-{1-[2-(4-Morpholinyl)ethyl]-5-oxo-2-pyrrolidinyl}phenyl methylcarbamate). The yield is 52.3%. As a reaction SMILES: [OH:1][C:2]1[CH:7]=[CH:6][C:5]([CH:8]2[N:12]([CH2:13][CH2:14][N:15]3[CH2:20][CH2:19][O:18][CH2:17][CH2:16]3)[C:11](=[O:21])[CH2:10][CH2:9]2)=[CH:4][CH:3]=1.[CH3:22][N:23]=[C:24]=[O:25].C(=O)([O-])[O-].[K+].[K+]>O1CCCC1>[CH3:22][NH:23][C:24](=[O:25])[O:1][C:2]1[CH:7]=[CH:6][C:5]([CH:8]2[CH2:9][CH2:10][C:11](=[O:21])[N:12]2[CH2:13][CH2:14][N:15]2[CH2:16][CH2:17][O:18][CH2:19][CH2:20]2)=[CH:4][CH:3]=1 |f:2.3.4|. Procedure details: To a solution of 5-(4-hydroxyphenyl)-1-[2-(4-morpholinyl)ethyl]pyrrolidin-2-one (0.99 g) in dry tetrahydrofuran (50 ml) was added methyl isocyanate (0.22 ml) at ambient temperature, with stirring, over ten mins. Milled potassium carbonate (0.565 g) was added, the reaction mixture was stirred for 2 days and filtered through a pad of celite. The filter cake was washed with ethyl acetate, and the combined filtrates were concentrated. The residue was purified by flash column chromatography (silica g...